The task is: describe an organic reaction: reactants, conditions, products, and yield. This data is from the Open Reaction Database (ORD), a public repository of structured organic reaction records. The reactants are CCO (EtOH), [OH-].[K+] (KOH), ClC1=C2C=3CCCC(C3N(C2=CC=C1F)S(=O)(=O)C1=CC=C(C)C=C1)(O[Si](C)(C)C)C(F)(F)F (5-chloro-6-fluoro-9-tosyl-1-(trifluoromethyl)-1-(trimethylsilyloxy)-2,3,4,9-tetrahydro-1H-carbazole). The solvent is O (H2O), C1CCOC1 (THF), O (water). Reaction conditions: temperature 60 celsius, time 30 minute. Product: ClC1=C2C=3CCCC(C3NC2=CC=C1F)(O)C(F)(F)F (5-Chloro-6-fluoro-1-(trifluoromethyl)-2,3,4,9-tetrahydro-1H-carbazol-1-ol). Isolated yield 54.2%. Reaction SMILES: [Cl:1][C:2]1[C:14]([F:15])=[CH:13][CH:12]=[C:11]2[C:3]=1[C:4]1[CH2:5][CH2:6][CH2:7][C:8]([C:31]([F:34])([F:33])[F:32])([O:26][Si](C)(C)C)[C:9]=1[N:10]2S(C1C=CC(C)=CC=1)(=O)=O.[OH-].[K+].CCO>C1COCC1.O>[Cl:1][C:2]1[C:14]([F:15])=[CH:13][CH:12]=[C:11]2[C:3]=1[C:4]1[CH2:5][CH2:6][CH2:7][C:8]([C:31]([F:32])([F:33])[F:34])([OH:26])[C:9]=1[NH:10]2 |f:1.2|. Procedure: To a solution of 5-chloro-6-fluoro-9-tosyl-1-(trifluoromethyl)-1-(trimethylsilyloxy)-2,3,4,9-tetrahydro-1H-carbazole (0.08 g, 0.15 mmol) in THF (5 mL), cooled to 0° C., KOH (0.042 g, 0.7 mmol) in H2O (1 mL) was added and the resulting mixture was stirred for 30 min. EtOH (4 mL) was added to the reaction mixture and heated to 60° C. for 3 h, diluted with water (10 mL) and extracted with EtOAc (4×15 mL). The combined organic extracts were dried over Na2SO4 and concentrated under reduced pressure t... The reactants are BrC1=NC=CC(=C1)Br (2,4-dibromo-pyridine), [Li]CCCC (n-BuLi), solution, N#N (N2), CN(C=O)C (N,N-Dimethyl-formamide). Solvent: CCOCC (Et2O), hexanes. Run at time 30 minute. Product: BrC1=NC=CC(=C1)C=O (2-Bromo-pyridine-4-carbaldehyde). Reaction SMILES: N#N.[Br:3][C:4]1[CH:9]=[C:8](Br)[CH:7]=[CH:6][N:5]=1.[Li]CCCC.CN(C)[CH:18]=[O:19]>CCOCC>[Br:3][C:4]1[CH:9]=[C:8]([CH:18]=[O:19])[CH:7]=[CH:6][N:5]=1. Procedure details: In a flame dried round-bottomed flask equipped with a magnetic stir bar and under inert atmosphere (N2), a suspension of 2,4-dibromo-pyridine (1.90 g, 8.02 mmol) in dry Et2O (40 mL) was treated with n-BuLi (3.36 mL of a 2.5M solution in hexanes, 8.42 mmol) at −78° C. The reaction mixture was stirred at this temperature for 30 min. N,N-Dimethyl-formamide (0.78 mL, 10.03 mmol) was then added and the mixture allowed to warm to rt over a period of 1 h and stirred at this temperature for 20 min. The ... Reactants: OC1=C(C=CC=C1)C(C)=O (o-hydroxyacetophenone), C(=S)=S (carbon disulfide), CC(C)([O-])C.[K+] (Potassium t-butoxide), O (water). Solvent: C1=CC=CC=C1 (benzene), C1=CC=CC=C1 (benzene). Run at temperature 15 celsius, time 1 day. Product: SC=1OC2=C(C(C1)=O)C=CC=C2 (2-mercapto-4H-1-benzopyran-4-one). The yield is 31.0%. RXN SMILES: CC(C)([O-])C.[K+].[OH:7][C:8]1[CH:13]=[CH:12][CH:11]=[CH:10][C:9]=1[C:14](=[O:16])[CH3:15].[C:17](=S)=[S:18].O>C1C=CC=CC=1>[SH:18][C:17]1[O:7][C:8]2[CH:13]=[CH:12][CH:11]=[CH:10][C:9]=2[C:14](=[O:16])[CH:15]=1 |f:0.1|. Procedure details: Part A: Potassium t-butoxide (134 g, 1.2 mole) is covered with benzene (1 L) in a flame dried round bottom flask equipped with an overhead stirrer, addition funnel, thermometer, and a nitrogen inlet. This suspension is maintained at 15° C. A solution of o-hydroxyacetophenone (54.4 g, 48.1 ml, 0.4 mole) and carbon disulfide (30.4, 24 ml, 0.4 mole) in benzene (700 ml) is slowly added over 1.3 hours, applying an ice bath periodically in order to maintain the temperature 18° C. The slurry which form... Starting materials: CSC, O=C1CCC(=O)N1Cl, ClCCl, Nc1ccc(C(F)(F)F)cc1. As a reaction SMILES: [CH3:20][S:21][CH3:22].[Cl:1][N:2]1[C:3](=[O:4])[CH2:5][CH2:6][C:7]1=[O:8].[Cl:23][CH2:24][Cl:25].[F:9][C:10]([c:11]1[cH:12][cH:13][c:14]([NH2:15])[cH:16][cH:17]1)([F:18])[F:19]>>[F:9][C:10]([c:11]1[cH:12][cH:13][c:14]([N:15]=[S:21]([CH3:20])[CH3:22])[cH:16][cH:17]1)([F:18])[F:19]. Yields the product CS(C)=Nc1ccc(C(F)(F)F)cc1. Reactants: mercuric chloride, C(C=C)C1(O)[C@H](OCC2=CC=CC=C2)[C@@H](OC)[C@H](OCC2=CC=CC=C2)[C@H](O1)COCC1=CC=CC=C1 (Allyl-3-O-methyl-2,4,6-tri-O-benzyl-glucopyranose), tris triphenylphosphine rhodium (I) chloride, N12NCC(CC1)CC2 (diazabicyclo[2.2.2]octane), mercuric oxide. Run in C(C)O.C1=CC=CC=C1.O (ethanol benzene water), CC(=O)C.O (acetone water). Run at time 1 hour. Yields the product C(C1=CC=CC=C1)O[C@H]1C(O)O[C@@H]([C@H]([C@@H]1OC)OCC1=CC=CC=C1)COCC1=CC=CC=C1 (2,4,6-tri-O-benzyl-3-O-methyl-D-glucopyranose). Isolated yield 73.4%. RXN SMILES: C([C:4]1([O:28][C@H:27]([CH2:29][O:30][CH2:31][C:32]2[CH:37]=[CH:36][CH:35]=[CH:34][CH:33]=2)[C@@H:18]([O:19][CH2:20][C:21]2[CH:26]=[CH:25][CH:24]=[CH:23][CH:22]=2)[C@H:15]([O:16][CH3:17])[C@H:6]1[O:7][CH2:8][C:9]1[CH:14]=[CH:13][CH:12]=[CH:11][CH:10]=1)[OH:5])C=C.N12CCC(CC1)CN2>C(O)C.C1C=CC=CC=1.O.CC(C)=O.O>[CH2:8]([O:7][C@@H:6]1[C@@H:15]([O:16][CH3:17])[C@H:18]([O:19][CH2:20][C:21]2[CH:22]=[CH:23][CH:24]=[CH:25][CH:26]=2)[C@@H:27]([CH2:29][O:30][CH2:31][C:32]2[CH:33]=[CH:34][CH:35]=[CH:36][CH:37]=2)[O:28][CH:4]1[OH:5])[C:9]1[CH:10]=[CH:11][CH:12]=[CH:13][CH:14]=1 |f:2.3.4,5.6|. Reported procedure: Allyl-3-O-methyl-2,4,6-tri-O-benzyl-glucopyranose (7.4 g) was refluxed for 5 hours in a mixture of ethanol/benzene/water (7:3:1) (500 mL) containing tris triphenylphosphine rhodium (I) chloride (1.05 g) and diazabicyclo[2.2.2]octane (445 mg). The isomerized product was hydrolyzed in acetone-water (9:1) (140 mL) using mercuric chloride (18.6 g) and mercuric oxide (383 mg) by stirring the reaction mixture at room temperature for 1 hour. The resulting solution was evaporated to dryness, diluted wit... Starting materials: FC=1C(=C(C(=O)OC)C=CC1F)NC (Methyl 3,4-difluoro-2-(methylamino)benzoate), FC1=C(C(=O)OC)C=CC(=C1F)F (methyl 2,3,4-trifluorobenzoate), C([O-])([O-])=O.[K+].[K+] (potassium carbonate), CN (methylamine), C1CCOC1 (THF). Run in CCOC(=O)C (EtOAc). Conditions: temperature 24 celsius, time 18 hour. Yields the product FC1=CC=C2C(=C(C(N(C2=C1F)C)=O)C(=O)OCC)O (Ethyl 7,8-difluoro-4-hydroxy-1-methyl-2-oxo-1,2-dihydroquinoline-3-carboxylate). As a reaction SMILES: [F:1][C:2]1[C:3]([NH:13][CH3:14])=[C:4]([CH:9]=[CH:10][C:11]=1[F:12])[C:5]([O:7]C)=O.FC1C(F)=C(F)C=C[C:17]=1[C:18](OC)=[O:19].[C:28](=[O:31])([O-])[O-:29].[K+].[K+].CN.[CH2:36]1COC[CH2:37]1>CCOC(C)=O>[F:12][C:11]1[C:2]([F:1])=[C:3]2[C:4]([C:5]([OH:7])=[C:17]([C:28]([O:29][CH2:36][CH3:37])=[O:31])[C:18](=[O:19])[N:13]2[CH3:14])=[CH:9][CH:10]=1 |f:2.3.4|. Procedure: Methyl 3,4-difluoro-2-(methylamino)benzoate. A mixture of methyl 2,3,4-trifluorobenzoate (available from Oakwood Products, West Columbia, S.C.) (5.00 g, 26 mmol), and potassium carbonate (4.0 g, 29 mmol) was treated with 2M methylamine in THF (17 mL, 34 mmol), and stirred at 24° C. for 18 hours. The mixture was diluted with EtOAc, washed with water, dried over MgSO4, and evaporated. The crude product was purified by flash chromatography (EtOAc/hexanes) to give the title compound. MS (ESI) m/z: C... The reactants are ClC1=NC(=NC(=N1)NCCCCC1CC(N(C(C1)(C)C)OCCCCCCCC)(C)C)NCCCCC1CC(N(C(C1)(C)C)OCCCCCCCC)(C)C (2-chloro-4,6-bis[N-(1-octyloxy-2,2,6,6-tetramethylpiperidin-4-yl)butylamino]-1,3,5-triazine), C(O)CN (ethanolamine). Product: OCCNC1=NC(=NC(=N1)NCCCCC1CC(N(C(C1)(C)C)OCCCCCCCC)(C)C)NCCCCC1CC(N(C(C1)(C)C)OCCCCCCCC)(C)C (2-[(2-Hydroxyethyl)amino]-4,6-bis[N-(1-octyloxy-2,2,6,6-tetramethylpiperidin-4-yl)butylamino]-1,3,5-triazine). As a reaction SMILES: Cl[C:2]1[N:7]=[C:6]([NH:8][CH2:9][CH2:10][CH2:11][CH2:12][CH:13]2[CH2:18][C:17]([CH3:20])([CH3:19])[N:16]([O:21][CH2:22][CH2:23][CH2:24][CH2:25][CH2:26][CH2:27][CH2:28][CH3:29])[C:15]([CH3:31])([CH3:30])[CH2:14]2)[N:5]=[C:4]([NH:32][CH2:33][CH2:34][CH2:35][CH2:36][CH:37]2[CH2:42][C:41]([CH3:44])([CH3:43])[N:40]([O:45][CH2:46][CH2:47][CH2:48][CH2:49][CH2:50][CH2:51][CH2:52][CH3:53])[C:39]([CH3:55])([CH3:54])[CH2:38]2)[N:3]=1.[CH2:56]([CH2:58][NH2:59])[OH:57]>>[OH:57][CH2:56][CH2:58][NH:59][C:2]1[N:7]=[C:6]([NH:8][CH2:9][CH2:10][CH2:11][CH2:12][CH:13]2[CH2:14][C:15]([CH3:31])([CH3:30])[N:16]([O:21][CH2:22][CH2:23][CH2:24][CH2:25][CH2:26][CH2:27][CH2:28][CH3:29])[C:17]([CH3:19])([CH3:20])[CH2:18]2)[N:5]=[C:4]([NH:32][CH2:33][CH2:34][CH2:35][CH2:36][CH:37]2[CH2:38][C:39]([CH3:54])([CH3:55])[N:40]([O:45][CH2:46][CH2:47][CH2:48][CH2:49][CH2:50][CH2:51][CH2:52][CH3:53])[C:41]([CH3:43])([CH3:44])[CH2:42]2)[N:3]=1. Procedure: The title compound, a colorless glass, is prepared from the reaction of 2-chloro-4,6-bis[N-(1-octyloxy-2,2,6,6-tetramethylpiperidin-4-yl)butylamino]-1,3,5-triazine and ethanolamine according to the procedure of Example 1.